From a dataset of the Open Reaction Database (ORD), a public repository of structured organic reaction records. describe an organic reaction: reactants, conditions, products, and yield The reactants are C1CCOC1, Cc1ccc(CBr)cc1, Nc1cc(=O)c2cccnc2n1-c1cccc(C(F)(F)F)c1. Product: Cc1ccc(CNc2cc(=O)c3cccnc3n2-c2cccc(C(F)(F)F)c2)cc1. RXN SMILES: [CH2:32]1[O:33][CH2:34][CH2:35][CH2:36]1.[CH3:23][c:24]1[cH:25][cH:26][c:27]([CH2:28][Br:29])[cH:30][cH:31]1.[NH2:1][c:2]1[n:3](-[c:13]2[cH:14][c:15]([C:19]([F:20])([F:21])[F:22])[cH:16][cH:17][cH:18]2)[c:4]2[n:5][cH:6][cH:7][cH:8][c:9]2[c:10](=[O:12])[cH:11]1>>[NH:1]([c:2]1[n:3](-[c:13]2[cH:14][c:15]([C:19]([F:20])([F:21])[F:22])[cH:16][cH:17][cH:18]2)[c:4]2[n:5][cH:6][cH:7][cH:8][c:9]2[c:10](=[O:12])[cH:11]1)[CH2:28][c:27]1[cH:26][cH:25][c:24]([CH3:23])[cH:31][cH:30]1. Reactants: CO, C=COCCONC(=O)c1c(Nc2ccc(I)cc2F)c2nnccc2n1C, Cl. Yields the product Cn1c(C(=O)NOCCO)c(Nc2ccc(I)cc2F)c2nnccc21. RXN SMILES: [CH3:30][OH:31].[CH:1](=[CH2:2])[O:3][CH2:4][CH2:5][O:6][NH:7][C:8](=[O:9])[c:10]1[c:11]([NH:20][c:21]2[c:22]([F:28])[cH:23][c:24]([I:27])[cH:25][cH:26]2)[c:12]2[n:13][n:14][cH:15][cH:16][c:17]2[n:18]1[CH3:19].[ClH:29]>>[OH:3][CH2:4][CH2:5][O:6][NH:7][C:8](=[O:9])[c:10]1[c:11]([NH:20][c:21]2[c:22]([F:28])[cH:23][c:24]([I:27])[cH:25][cH:26]2)[c:12]2[n:13][n:14][cH:15][cH:16][c:17]2[n:18]1[CH3:19]. Reactants: CC(C(=O)Cl)(C)C (trimethylacetyl chloride), N1=CC=CC=C1 (pyridine), ClC1=C(C(=CC2=CC=CC=C12)C)C(CO)OC(C(F)(F)F)(C)C (2-(1-chloro-3-methylnaphthalen-2-yl)-2-(1,1,1-trifluoro-2-methylpropan-2-yloxy)ethanol). The reagents and catalysts are CN(C1=CC=NC=C1)C (4-(Dimethylamino)pyridine). Run in C(Cl)Cl (CH2Cl2). The product is C(C(C)(C)C)(=O)OCC(OC(C(F)(F)F)(C)C)C1=C(C2=CC=CC=C2C=C1C)Cl (2-(1-chloro-3-methylnaphthalen-2-yl)-2-(1,1,1-trifluoro-2-methylpropan-2-yloxy)ethyl pivalate). Reaction SMILES: [CH3:1][C:2]([CH3:7])([CH3:6])[C:3](Cl)=[O:4].N1C=CC=CC=1.[Cl:14][C:15]1[C:24]2[C:19](=[CH:20][CH:21]=[CH:22][CH:23]=2)[CH:18]=[C:17]([CH3:25])[C:16]=1[CH:26]([O:29][C:30]([CH3:36])([CH3:35])[C:31]([F:34])([F:33])[F:32])[CH2:27][OH:28]>CN(C)C1C=CN=CC=1.C(Cl)Cl>[C:3]([O:28][CH2:27][CH:26]([C:16]1[C:17]([CH3:25])=[CH:18][C:19]2[C:24](=[CH:23][CH:22]=[CH:21][CH:20]=2)[C:15]=1[Cl:14])[O:29][C:30]([CH3:36])([CH3:35])[C:31]([F:32])([F:33])[F:34])(=[O:4])[C:2]([CH3:7])([CH3:6])[CH3:1]. Reported procedure: To a stirred solution of trimethylacetyl chloride (0.17 mL, 1.36 mmol) and 4-(Dimethylamino)pyridine (55 mg, 0.45 mmol) in pyridine (2.4 mL, 29.48 mmol), 2-(1-chloro-3-methylnaphthalen-2-yl)-2-(1,1,1-trifluoro-2-methylpropan-2-yloxy)ethanol (157 mg, 0.45 mmol) in CH2Cl2 (2.4 mL) was added at 0° C. The reaction mixture was allowed to warm to room temperature overnight. The mixture was quenched with water and concentrated and purified by flash column chromatography (silica gel, 0 to 20% ethyl acet... Starting materials: Lithium tri(3-quinolinyl)magnesiate, CON(C([C@H](C)NC(OC(C)(C)C)=O)=O)C ((S)-tert-butyl 1-(methoxy(methyl)amino)-1-oxopropan-2-ylcarbamate), BrC=1C=NC2=CC=CC=C2C1 (3-bromoquinoline), Cl (HCl), C(C)(C)[Mg]Cl (isopropylmagnesium chloride). Run in C1CCOC1.CCCCCC (THF Hexane), C1CCOC1 (THF), CCOC(=O)C (EtOAc), C1CCOC1 (THF). Reaction conditions: temperature -10 celsius. Product: O=C([C@H](C)NC(OC(C)(C)C)=O)C=1C=NC2=CC=CC=C2C1 ((S)-tert-butyl 1-oxo-1-(quinolin-3-yl)propan-2-ylcarbamate). Reaction SMILES: CON(C)[C:4](=[O:15])[C@@H:5]([NH:7][C:8](=[O:14])[O:9][C:10]([CH3:13])([CH3:12])[CH3:11])[CH3:6].C([Mg]Cl)(C)C.Br[C:23]1[CH:24]=[N:25][C:26]2[C:31]([CH:32]=1)=[CH:30][CH:29]=[CH:28][CH:27]=2.Cl>C1COCC1.C1COCC1.CCCCCC.CCOC(C)=O>[O:15]=[C:4]([C:23]1[CH:24]=[N:25][C:26]2[C:31]([CH:32]=1)=[CH:30][CH:29]=[CH:28][CH:27]=2)[C@@H:5]([NH:7][C:8](=[O:14])[O:9][C:10]([CH3:11])([CH3:12])[CH3:13])[CH3:6] |f:5.6|. Procedure: (S)-tert-butyl 1-(methoxy(methyl)amino)-1-oxopropan-2-ylcarbamate (2.5 g, 10.76 mmol) was suspended in THF (5 mL) and stirred at −10° C., isopropylmagnesium chloride 2.0M solution in THF (5.4 ml, 10.80 mmol) was added and a solution was formed. To this solution was added a solution of Lithium tri(3-quinolinyl)magnesiate in THF/Hexane, prepared from 3-bromoquinoline (1.471 ml, 10.81 mmol) according to the procedure described by Sylvain Dumouchel et-al. in Tetrahedron 59 (2003) 8629-8640. The mixt... Starting materials: FC(C(=O)O)(F)F.S1C(=NC2=C1C=CC=C2)S(=O)(=O)N2C(CNCC2)=O (1-(benzothiazole-2-sulfonyl)-piperazin-2-one trifluoroacetic acid salt), C(C1=CC=CC=C1)OC(=O)NC1=NC(N(C=C1)CC(=O)O)=O ([4-N-(benzyloxycarbonyl)-cytosin-1-yl]-acetic acid). The product is S1C(=NC2=C1C=CC=C2)S(=O)(=O)N2C(CN(CC2)C(CN2C(=O)N=C(NC(=O)OCC1=CC=CC=C1)C=C2)=O)=O (1-(Benzothiazole-2-sulfonyl)-4-{[4-N-(benzyloxycarbonyl)-cytosin-1-yl]-acetyl}-piperazin-2-one). Reaction SMILES: FC(F)(F)C(O)=O.[S:8]1[C:12]2[CH:13]=[CH:14][CH:15]=[CH:16][C:11]=2[N:10]=[C:9]1[S:17]([N:20]1[CH2:25][CH2:24][NH:23][CH2:22][C:21]1=[O:26])(=[O:19])=[O:18].[CH2:27]([O:34][C:35]([NH:37][C:38]1[CH:43]=[CH:42][N:41]([CH2:44][C:45](O)=[O:46])[C:40](=[O:48])[N:39]=1)=[O:36])[C:28]1[CH:33]=[CH:32][CH:31]=[CH:30][CH:29]=1>>[S:8]1[C:12]2[CH:13]=[CH:14][CH:15]=[CH:16][C:11]=2[N:10]=[C:9]1[S:17]([N:20]1[CH2:25][CH2:24][N:23]([C:45](=[O:46])[CH2:44][N:41]2[CH:42]=[CH:43][C:38]([NH:37][C:35]([O:34][CH2:27][C:28]3[CH:29]=[CH:30][CH:31]=[CH:32][CH:33]=3)=[O:36])=[N:39][C:40]2=[O:48])[CH2:22][C:21]1=[O:26])(=[O:19])=[O:18] |f:0.1|. Procedure: The title compound was synthesized by the reaction of 1-(benzothiazole-2-sulfonyl)-piperazin-2-one trifluoroacetic acid salt with [4-N-(benzyloxycarbonyl)-cytosin-1-yl]-acetic acid as per the procedure of Example 52. 1H NMR (500 MHz; DMSO-d6) δ 10.79 (brs, 1H), 8.34 (m, 1H), 8.26 (m, 1H), 7.91 (d, 0.6H), 7.85 (d, 0.4H), 7.45˜7.30 (m, 5H), 7.10 (t, 1H), 5.18 (s, 2H), 4.82 (s, 1.2H), 4.72 (s, 0.8H), 4.45 (s, 0.8H), 4.28 (s, 1.2H), 4.22 (t, 1.2H), 4.07 (t, 0.8H), 3.99 (t, 1.2H), 3.86 (t, 0.8H). The reactants are CC(C)(C)OC(=O)C1CSC(c2ccccc2Cl)N1C(=O)CNC(=O)Nc1cccc(C(=O)OCC[Si](C)(C)C)c1, CCCC[N+](CCCC)(CCCC)CCCC, [F-]. Yields the product CC(C)(C)OC(=O)C1CSC(c2ccccc2Cl)N1C(=O)CNC(=O)Nc1cccc(C(=O)O)c1. Reaction SMILES: [C:1]([CH3:2])([CH3:3])([CH3:4])[O:5][C:6](=[O:7])[CH:8]1[N:9]([C:20]([CH2:21][NH:22][C:23]([NH:24][c:25]2[cH:26][c:27]([C:28](=[O:29])[O:30][CH2:31][CH2:32][Si:33]([CH3:34])([CH3:35])[CH3:36])[cH:37][cH:38][cH:39]2)=[O:40])=[O:41])[CH:10]([c:13]2[c:14]([Cl:19])[cH:15][cH:16][cH:17][cH:18]2)[S:11][CH2:12]1.[CH3:43][CH2:44][CH2:45][CH2:46][N+:47]([CH2:48][CH2:49][CH2:50][CH3:51])([CH2:52][CH2:53][CH2:54][CH3:55])[CH2:56][CH2:57][CH2:58][CH3:59].[F-:42]>>[C:1]([CH3:2])([CH3:3])([CH3:4])[O:5][C:6](=[O:7])[CH:8]1[N:9]([C:20]([CH2:21][NH:22][C:23]([NH:24][c:25]2[cH:26][c:27]([C:28](=[O:29])[OH:30])[cH:37][cH:38][cH:39]2)=[O:40])=[O:41])[CH:10]([c:13]2[c:14]([Cl:19])[cH:15][cH:16][cH:17][cH:18]2)[S:11][CH2:12]1. Reactants: ClCC(=O)N1C2=C(NC(C3=C1C=CC=C3)=O)C=CC=C2 (5-(chloroacetyl)-5,10-dihydro-11H-dibenzo[b,e][1,4]diazepin-11-one), N1(CCCC1)CC1NCCCC1 (2-[(1-pyrrolidinyl)methyl]piperidine). Run in C(C)(C)O (isopropanol). Yields the product N1(CCCC1)CC1N(CCCC1)CC(=O)N1C2=C(NC(C3=C1C=CC=C3)=O)C=CC=C2 (5,10-Dihydro-5-[[2-[(1-pyrrolidinyl)methyl]-1-piperidinyl]-acetyl]-11H-dibenzo[b,e][1,4]diazepin-11-one). Reaction SMILES: Cl[CH2:2][C:3]([N:5]1[C:11]2[CH:12]=[CH:13][CH:14]=[CH:15][C:10]=2[C:9](=[O:16])[NH:8][C:7]2[CH:17]=[CH:18][CH:19]=[CH:20][C:6]1=2)=[O:4].[N:21]1([CH2:26][CH:27]2[CH2:32][CH2:31][CH2:30][CH2:29][NH:28]2)[CH2:25][CH2:24][CH2:23][CH2:22]1>C(O)(C)C>[N:21]1([CH2:26][CH:27]2[CH2:32][CH2:31][CH2:30][CH2:29][N:28]2[CH2:2][C:3]([N:5]2[C:11]3[CH:12]=[CH:13][CH:14]=[CH:15][C:10]=3[C:9](=[O:16])[NH:8][C:7]3[CH:17]=[CH:18][CH:19]=[CH:20][C:6]2=3)=[O:4])[CH2:25][CH2:24][CH2:23][CH2:22]1. Reported procedure: The title compound is prepared analogously to Example 2 from 5-(chloroacetyl)-5,10-dihydro-11H-dibenzo[b,e][1,4]diazepin-11-one and 2-[(1-pyrrolidinyl)methyl]piperidine to give colorless crystals, mp. 199°-201° C. (isopropanol/activated charcoal). Reactants: C(C)(C)(C)OC(=O)C(COC1=CC(=CC(=C1)C(O[SiH2]C(C)(C)C)(C)C)C(O[SiH2]C(C)(C)C)(C)C)NC (1-(2-(tert-butoxycarbonyl)-methylamino-ethoxy)-3,5-bis-(tert-butyl-dimethyl-silyloxy methyl)-benzene), Cl (hydrochloric acid). Run in O1CCOCC1 (dioxane), O1CCOCC1 (dioxane). Run at time 15 hour. Yields the product Cl.OCC=1C=C(C=C(C1)CO)OCCNC (3,5-bis-hydroxymethyl-(2-methylamino-ethoxy)-benzene hydrochloride). As a reaction SMILES: C(OC([CH:8]([NH:35][CH3:36])[CH2:9][O:10][C:11]1[CH:16]=[C:15]([C:17](C)(C)[O:18][SiH2]C(C)(C)C)[CH:14]=[C:13]([C:26](C)(C)[O:27][SiH2]C(C)(C)C)[CH:12]=1)=O)(C)(C)C.[ClH:37]>O1CCOCC1>[ClH:37].[OH:18][CH2:17][C:15]1[CH:16]=[C:11]([O:10][CH2:9][CH2:8][NH:35][CH3:36])[CH:12]=[C:13]([CH2:26][OH:27])[CH:14]=1 |f:3.4|. Procedure: To a solution of 1-(2-(tert-butoxycarbonyl)-methylamino-ethoxy)-3,5-bis-(tert-butyl-dimethyl-silyloxy methyl)-benzene (590 mg) in dioxane (4 mL) was added a solution of hydrochloric acid 4N in dioxane (3.3 mL). After 15 h at rt, the resulting solid was filtered, washed with dioxane and dried in vacuo to give 3,5-bis-hydroxymethyl-(2-methylamino-ethoxy)-benzene hydrochloride (240 mg) as a white powder. LC/MS (Method A2): ES: m/z 212 (M+H)+; RT=0.14 min Reactants: CCOC(=O)c1cn(-c2ccc3c(c2)CCC3)c2nc(Nc3ccc(N4CCN(C)CC4)cc3)ncc2c1=O, CCN, CO. The product is CCNC(=O)c1cn(-c2ccc3c(c2)CCC3)c2nc(Nc3ccc(N4CCN(C)CC4)cc3)ncc2c1=O. Reaction SMILES: [CH2:1]([O:3][C:4](=[O:2])[c:6]1[c:7](=[O:39])[c:8]2[c:9]([n:10][c:11]([NH:14][c:15]3[cH:16][cH:17][c:18]([N:21]4[CH2:22][CH2:23][N:24]([CH3:27])[CH2:25][CH2:26]4)[cH:19][cH:20]3)[n:12][cH:13]2)[n:28](-[c:30]2[cH:31][c:32]3[c:36]([cH:37][cH:38]2)[CH2:35][CH2:34][CH2:33]3)[cH:29]1)[CH3:5].[CH3:40][CH2:41][NH2:42].[CH3:43][OH:44]>>[O:3]=[C:4]([c:6]1[c:7](=[O:39])[c:8]2[c:9]([n:10][c:11]([NH:14][c:15]3[cH:16][cH:17][c:18]([N:21]4[CH2:22][CH2:23][N:24]([CH3:27])[CH2:25][CH2:26]4)[cH:19][cH:20]3)[n:12][cH:13]2)[n:28](-[c:30]2[cH:31][c:32]3[c:36]([cH:37][cH:38]2)[CH2:35][CH2:34][CH2:33]3)[cH:29]1)[NH:42][CH2:41][CH3:40].